Dataset: the Open Reaction Database (ORD), a public repository of structured organic reaction records. Task: describe an organic reaction: reactants, conditions, products, and yield Starting materials: P1(OCC(CO1)(CBr)CC)OCC (2-Ethyl-2-bromomethyltrimethylene ethyl phosphite), BrCC1=CC=C(C=C1)CBr (α,α'-dibromo-p-xylene). Reaction conditions: temperature 100 celsius. Product: C(C)C(CO)(CO)CBr (2-Ethyl-2-Bromomethyl-1,3-Propanediol). RXN SMILES: P1(OCC)[O:6][CH2:5][C:4]([CH2:9][CH3:10])([CH2:7][Br:8])[CH2:3][O:2]1.BrCC1C=CC(CBr)=CC=1>>[CH2:9]([C:4]([CH2:7][Br:8])([CH2:5][OH:6])[CH2:3][OH:2])[CH3:10]. Procedure details: 2-Ethyl-2-bromomethyltrimethylene ethyl phosphite (IV), 97 grams, 0.372 mole and α,α'-dibromo-p-xylene, 48.9 grams, 0.186 mole, were mixed in a 500 ml. flask equipped with an air condenser and a nitrogen inlet tube. The mixture was slowly heated to 100° C., at which time the reaction was completed, leaving a white solid. The solid was washed with two 100 ml. portions of benzene-acetone (50/50) and then ground in a morter to a fine powder. The powder was boiled in benzene-acetone (50/50) for seve... The reactants are ClC1=NC=C(C=C1)[N+](=O)[O-] (2-chloro-5-nitropyridine), Cl.FC1(CCNCC1)F (4,4-difluoropiperidine hydrochloride), C(C)(C)N(C(C)C)CC (N,N-diisopropylethylamine). Run in C(C)O (ethanol). Conditions: temperature 70 celsius. Product: FC1(CCN(CC1)C1=NC=C(C=C1)[N+](=O)[O-])F (2-(4,4-difluoropiperidin-1-yl)-5-nitropyridine). Reaction SMILES: Cl[C:2]1[CH:7]=[CH:6][C:5]([N+:8]([O-:10])=[O:9])=[CH:4][N:3]=1.Cl.[F:12][C:13]1([F:19])[CH2:18][CH2:17][NH:16][CH2:15][CH2:14]1.C(N(CC)C(C)C)(C)C>C(O)C>[F:12][C:13]1([F:19])[CH2:18][CH2:17][N:16]([C:2]2[CH:7]=[CH:6][C:5]([N+:8]([O-:10])=[O:9])=[CH:4][N:3]=2)[CH2:15][CH2:14]1 |f:1.2|. Procedure: To a slurry of 2-chloro-5-nitropyridine (5 g, 31.5 mmol) and 4,4-difluoropiperidine hydrochloride (4.97 g) in ethanol (40 mL) at ambient temperature was added N,N-diisopropylethylamine (12.00 mL, 69.4 mmol) and the mixture heated to 70° C. for 18 hours. The reaction was concentrated, partitioned between CH2Cl2 and 1M NaOH. The organic phase concentrated and purified by chromatography (elution with 2% MeOH—CH2Cl2 then 3% MeOH—CH2Cl2) to provide the title compound as a yellow oil. MS (DCI) m/z 261... Starting materials: NC1=NC(=CC(=N1)Cl)C (2-amino-4-chloro-6-methylpyrimidine), CC(C)(C#C)O (2-methyl-3-butyn-2-ol), O1CCCC1 (tetrahydrofuran). The reagents and catalysts are [Cu]I (copper (I) iodide), C1=CC=C(C=C1)P(C2=CC=CC=C2)C3=CC=CC=C3.C1=CC=C(C=C1)P(C2=CC=CC=C2)C3=CC=CC=C3.Cl[Pd]Cl (bis(triphenylphosphine)palladium (II) chloride). Run in C(C)N(CC)CC (triethylamine). Yields the product NC1=NC=CC(N1)(C)C#CC(C)O (4-(2-Amino-4-methylpyrimidin-4-yl)-3-butyne-2-ol). Reaction SMILES: [NH2:1][C:2]1[N:7]=[C:6](Cl)[CH:5]=[C:4]([CH3:9])[N:3]=1.[CH3:10][C:11]([OH:15])([C:13]#[CH:14])C.O1CCCC1>[Cu]I.C1C=CC(P(C2C=CC=CC=2)C2C=CC=CC=2)=CC=1.C1C=CC(P(C2C=CC=CC=2)C2C=CC=CC=2)=CC=1.Cl[Pd]Cl.C(N(CC)CC)C>[NH2:1][C:2]1[NH:3][C:4]([C:14]#[C:13][CH:11]([OH:15])[CH3:10])([CH3:9])[CH:5]=[CH:6][N:7]=1 |f:4.5.6|. Reported procedure: A mixture of 10.0 g of 2-amino-4-chloro-6-methylpyrimidine, 8.8 ml of 2-methyl-3-butyn-2-ol, 400 ml of tetrahydrofuran (THF), 0.06 g of copper (I) iodide, 0.5 g of bis(triphenylphosphine)palladium (II) chloride and 20.4 ml of triethylamine was heated overnight at reflux under a nitrogen atmosphere. The reaction mixture was allowed to cool. It was then partitioned between 200 ml of ethyl acetate and 100 ml of sodium bicarbonate. The organic layer was washed successively with 100 ml of water and 1... Starting materials: title compounds, CC1=NC(=CC=C1)C#CC=C1CCNCC1 (2-Methyl-6-(3-piperidin-4-ylideneprop-1-ynyl)pyridine), OC(C#C)(C)C1CCN(CC1)C(=O)OC(C)(C)C (tert-Butyl 4-(1-hydroxy-1-methylprop-2-ynyl)piperidine-1-carboxylate). The product is N1CCC(CC1)C(C)(C#C)O (2-Piperidin-4-ylbut-3-yn-2-ol). As a reaction SMILES: CC1C=CC=C(C#CC=C2CCNCC2)N=1.[OH:17][C:18]([CH:22]1[CH2:27][CH2:26][N:25](C(OC(C)(C)C)=O)[CH2:24][CH2:23]1)([CH3:21])[C:19]#[CH:20]>>[NH:25]1[CH2:26][CH2:27][CH:22]([C:18]([OH:17])([C:19]#[CH:20])[CH3:21])[CH2:23][CH2:24]1. Procedure details: The title compounds were obtained following the procedure described for the compound of Example 3 and replacing the Compound of Example 2 with Compound 312a refluxing for 6 h. The crude was used without further purification in the next step. Reactants: [Br-], C1CCOC1, C[Mg+], CON(C)C(=O)C1CCOCC1, CCOC(C)=O, O. Yields the product CC(=O)C1CCOCC1. Reaction SMILES: [Br-:18].[CH2:13]1[O:14][CH2:15][CH2:16][CH2:17]1.[CH3:19][Mg+:20].[CH3:1][O:2][N:3]([C:4](=[O:5])[CH:6]1[CH2:7][CH2:8][O:9][CH2:10][CH2:11]1)[CH3:12].[CH3:22][CH2:23][O:24][C:25]([CH3:26])=[O:27].[OH2:21]>>[C:4](=[O:5])([CH:6]1[CH2:7][CH2:8][O:9][CH2:10][CH2:11]1)[CH3:13]. Starting materials: C(C)(=O)OC1C2(CCC(C1)C2)C (1-methyl-2-norbornyl acetate), [H-].[Al+3].[Li+].[H-].[H-].[H-] (lithium aluminum hydride), aqueous solution, S(O)(O)(=O)=O (sulfuric acid). Run in C(C)OCC (diethyl ether), C(C)OCC (diethyl ether). Product: CC12C(CC(CC1)C2)O (1-methyl-2-norbornanol). Yield: 96.0%. RXN SMILES: C([O:4][CH:5]1[CH2:10][CH:9]2[CH2:11][C:6]1([CH3:12])[CH2:7][CH2:8]2)(=O)C.[H-].[Al+3].[Li+].[H-].[H-].[H-].S(=O)(=O)(O)O>C(OCC)C>[CH3:12][C:6]12[CH2:11][CH:9]([CH2:8][CH2:7]1)[CH2:10][CH:5]2[OH:4] |f:1.2.3.4.5.6|. Reported procedure: 290.0 g (1.73M) of the acetate (III) obtained in 1-2) above dissolved in 300 ml of absolute diethyl ether was added to 65.2 g (1.7M) of lithium aluminum hydride suspended in 800 ml of absolute diethyl ether at room temperature under a nitrogen gas stream. Then the resulting mixture was heated under reflux for six hours and stirred at room temperature over night. Subsequently 500 ml of a 5% aqueous solution of sulfuric acid was slowly added to the reaction mixture with stirring under ice-cooling....